This data is from the Open Reaction Database (ORD), a public repository of structured organic reaction records. The task is: describe an organic reaction: reactants, conditions, products, and yield Reactants: ice water, crude product, [OH-].[Na+] (sodium hydroxide), CC1=C(C(=O)NC=2C=C(C=CC2)C)C=CC=C1 (3-(2-methylbenzoylamino)toluene), C(C(=O)Cl)(=O)Cl (oxalyl chloride), [Cl-].[Al+3].[Cl-].[Cl-] (aluminum chloride). Run in C(Cl)Cl (methylene chloride), C1(=CC=CC=C1)C (toluene), C(Cl)Cl (methylene chloride). Run at temperature 3 celsius, time 5 hour. The product is CC1=C(C(=O)O)C=CC(=C1)NC(C1=C(C=CC=C1)C)=O (2-methyl-4-(2-methylbenzoylamino)benzoic acid). Yield: 65.8%. RXN SMILES: [CH3:1][C:2]1[CH:17]=[CH:16][CH:15]=[CH:14][C:3]=1[C:4]([NH:6][C:7]1[CH:8]=[C:9]([CH3:13])[CH:10]=[CH:11][CH:12]=1)=[O:5].[Cl-].[Al+3].[Cl-].[Cl-].[C:22](Cl)(=[O:26])C(Cl)=O.[OH-:28].[Na+]>C(Cl)Cl.C1(C)C=CC=CC=1>[CH3:13][C:9]1[CH:8]=[C:7]([NH:6][C:4](=[O:5])[C:3]2[CH:14]=[CH:15][CH:16]=[CH:17][C:2]=2[CH3:1])[CH:12]=[CH:11][C:10]=1[C:22]([OH:26])=[O:28] |f:1.2.3.4,6.7|. Procedure details: To a solution of 3-(2-methylbenzoylamino)toluene (50.0 g, 0.222 mole) in methylene chloride (50 mL) which is cooled to 3° C. is added aluminum chloride (88.8 g, 0.666 mole) under nitrogen atmosphere over a period of about 10 minutes. The mixture is cooled to 3° C., and thereto is added dropwise oxalyl chloride (25.2 mL, 0.289 mole) at 3-7° C. The mixture is stirred at 2-7° C. for 5 hours. After confirming the disappearance of the starting materials, the reaction mixture is diluted with methylene... Reactants: BrC1=CC=2C3=C(C=NC2C=C1)N(C(N3C=3C(=NN(C3)C)C)=O)C (8-bromo-1-(1,3-dimethyl-1H-pyrazol-4-yl)-3-methyl-1,3-dihydro-imidazo[4,5-c]quinolin-2-one), BrC1=CC=2C3=C(C=NC2C=C1)N(C(N3C=3C(=NN(C3)C)C)=O)C (8-bromo-1-(1,3-dimethyl-1H-pyrazol-4-yl)-3-methyl-1,3-dihydro-imidazo[4,5-c]quinolin-2-one), CNC=1C(=NC=C(C1)B1OC(C(O1)(C)C)(C)C)C (methyl-[2-methyl-5-(4,4,5,5-tetramethyl-[1,3,2]dioxaborolan-2-yl)-pyridin-3-yl]-amine). The product is CN1N=C(C(=C1)N1C(N(C=2C=NC=3C=CC(=CC3C21)C=2C=NC(=C(C2)NC)C)C)=O)C (1-(1,3-Dimethyl-1H-pyrazol-4-yl)-3-methyl-8-(6-methyl-5-methylamino-pyridin-3-yl)-1,3-dihydro-imidazo[4,5-c]quinolin-2-one). As a reaction SMILES: Br[C:2]1[CH:11]=[CH:10][C:9]2[N:8]=[CH:7][C:6]3[N:12]([CH3:23])[C:13](=[O:22])[N:14]([C:15]4[C:16]([CH3:21])=[N:17][N:18]([CH3:20])[CH:19]=4)[C:5]=3[C:4]=2[CH:3]=1.[CH3:24][NH:25][C:26]1[C:27]([CH3:41])=[N:28][CH:29]=[C:30](B2OC(C)(C)C(C)(C)O2)[CH:31]=1>>[CH3:20][N:18]1[CH:19]=[C:15]([N:14]2[C:5]3[C:4]4[CH:3]=[C:2]([C:30]5[CH:29]=[N:28][C:27]([CH3:41])=[C:26]([NH:25][CH3:24])[CH:31]=5)[CH:11]=[CH:10][C:9]=4[N:8]=[CH:7][C:6]=3[N:12]([CH3:23])[C:13]2=[O:22])[C:16]([CH3:21])=[N:17]1. Procedure: The title compound was synthesized in a similar manner as described for Example 1.1 using 8-bromo-1-(1,3-dimethyl-1H-pyrazol-4-yl)-3-methyl-1,3-dihydro-imidazo[4,5-c]quinolin-2-one (Intermediate A) and methyl-[2-methyl-5-(4,4,5,5-tetramethyl-[1,3,2]dioxaborolan-2-yl)-pyridin-3-yl]-amine (Stage 163.1.1) to give the title compound as a white solid. (HPLC: tR 2.10 min (Method A); M+H=414 MS-ES; 1H-NMR (d6-DMSO, 400 MHz) 8.95 (s, 1H), 8.12-8.06 (m, 2H), 7.96-7.92 (m, 1H), 7.89-7.87 (m, 1H), 7.62-7.6...